Task: describe an organic reaction: reactants, conditions, products, and yield. Dataset: the Open Reaction Database (ORD), a public repository of structured organic reaction records Starting materials: COC1=CC2=C(C=C1)C(=O)C(=CO2)C3=CC=C(C=C3)O (Isoformononetin), C1OC2=C(O1)C=C(C=C2)C3=COC4=C(C3=O)C=CC(=C4)O (pseudobaptigenin), COC1=CC(=C(C=C1)C2=COC3=C(C2=O)C=CC(=C3)O)O (2′-hydroxyformononetin), COC1=C(C=C(C=C1)C2=COC3=C(C2=O)C=CC(=C3)O)O (3′-hydroxyformononetin). Product: COC1=CC2=C(C=C1)[C@@H]3[C@](CO2)(C4=CC5=C(C=C4O3)OCO5)O (pisatin). Reaction SMILES: [CH3:1][O:2][C:3]1[CH:8]=[CH:7][C:6]2[C:9]([C:11]([C:14]3[CH:19]=[CH:18][C:17]([OH:20])=[CH:16][CH:15]=3)=[CH:12][O:13][C:5]=2[CH:4]=1)=[O:10].[CH3:21][O:22]C1C=CC(C2C(=O)C3C=CC(O)=CC=3OC=2)=C(O)C=1.C[O:43]C1C=CC(C2C(=O)C3C=CC(O)=CC=3OC=2)=CC=1O.C1OC2C=C(C3C(=O)C4C=CC(O)=CC=4OC=3)C=CC=2O1>>[CH3:1][O:2][C:3]1[CH:8]=[CH:7][C:6]2[C@H:9]3[O:10][C:15]4[C:14](=[CH:19][C:18]5[O:22][CH2:21][O:20][C:17]=5[CH:16]=4)[C@@:11]3([OH:43])[CH2:12][O:13][C:5]=2[CH:4]=1. Procedure details: Isoformononetin, 2′-hydroxyformononetin, 3′-hydroxyformononetin (calycosin) and pseudobaptigenin were purchased from Apin (Abingdon, UK). Maackiairi and pisatin were kindly provided by Dr. H. D. VanEtten, (University of Arizona, Tucson). Maackiain glucoside and maackiain glucose malonate standards were gifts from Dr. S. Tebayashi (Kochi University, Japan). Medicarpin was from a lab collection. Other isoflavonoids were from Indofine Chemical Company (Somerville, N.J.). CO was obtained from Aldric... The reactants are [Br-], OCCCBr, CCCC[N+](CCCC)(CCCC)CCCC, CCCCCC, Oc1c(Cl)cc(OCC=C(Cl)Cl)cc1Cl, [Na+], [OH-], O, O=S(=O)(O)O. Product: OCCCOc1c(Cl)cc(OCC=C(Cl)Cl)cc1Cl. Reaction SMILES: [Br-:28].[Br:1][CH2:2][CH2:3][CH2:4][OH:5].[CH2:29]([N+:30]([CH2:31][CH2:32][CH2:33][CH3:34])([CH2:35][CH2:36][CH2:37][CH3:38])[CH2:39][CH2:40][CH2:41][CH3:42])[CH2:43][CH2:44][CH3:45].[CH3:47][CH2:48][CH2:49][CH2:50][CH2:51][CH3:52].[Cl:6][c:7]1[c:8]([OH:20])[c:9]([Cl:19])[cH:10][c:11]([O:13][CH2:14][CH:15]=[C:16]([Cl:17])[Cl:18])[cH:12]1.[Na+:22].[OH-:21].[OH2:46].[S:23](=[O:24])(=[O:25])([OH:26])[OH:27]>>[CH2:2]([CH2:3][CH2:4][OH:5])[O:20][c:8]1[c:7]([Cl:6])[cH:12][c:11]([O:13][CH2:14][CH:15]=[C:16]([Cl:17])[Cl:18])[cH:10][c:9]1[Cl:19].